This data is from the Open Reaction Database (ORD), a public repository of structured organic reaction records. The task is: describe an organic reaction: reactants, conditions, products, and yield Starting materials: hydrazide, C(C1=CC=CC=C1)[C@H](C(=O)O)CCO ((S)-2-benzyl-4-hydroxybutanoic acid), N(=O)[O-].[Na+] (sodium nitrite). The solvent is OS(=O)(=O)O (H2SO4). Reaction conditions: temperature 2.5 celsius. The product is C(C1=CC=CC=C1)[C@@H](CCO)N ((S)-1-benzyl-3-hydroxypropylamine). As a reaction SMILES: [CH2:1]([C@@H:8]([CH2:12][CH2:13][OH:14])C(O)=O)[C:2]1[CH:7]=[CH:6][CH:5]=[CH:4][CH:3]=1.[N:15]([O-])=O.[Na+]>OS(O)(=O)=O>[CH2:1]([C@H:8]([NH2:15])[CH2:12][CH2:13][OH:14])[C:2]1[CH:7]=[CH:6][CH:5]=[CH:4][CH:3]=1 |f:1.2|. Reported procedure: The hydrazide of (S)-2-benzyl-4-hydroxybutanoic acid (0.5 gram) is reacted with a solution of 0.5 grams of sodium nitrite in 10 ml of 5% H2SO4. The reaction rnixture is maintained for 1 hour at 0-5° C., followed extraction of the reaction mixture with ethyl acetate, followed by basification of the resulting aqueous solution with NaOH, extraction with methyl t-butyl ether, drying of the extracts over MgSO4, filtration, and the removal of solvent by rotary evaporation. The product (S)-1-benzyl-3-h...